describe an organic reaction: reactants, conditions, products, and yield From a dataset of the Open Reaction Database (ORD), a public repository of structured organic reaction records. Starting materials: COc1ccc(C(C)C)cc1Br, O=C1Nc2ccc(Cl)cc2C1=O. RXN SMILES: [Br:1][c:2]1[c:3]([O:11][CH3:12])[cH:4][cH:5][c:6]([CH:8]([CH3:9])[CH3:10])[cH:7]1.[Cl:13][c:14]1[cH:15][c:16]2[c:20]([cH:21][cH:22]1)[NH:19][C:18](=[O:23])[C:17]2=[O:24]>>[c:2]1([C:17]2([OH:24])[c:16]3[cH:15][c:14]([Cl:13])[cH:22][cH:21][c:20]3[NH:19][C:18]2=[O:23])[c:3]([O:11][CH3:12])[cH:4][cH:5][c:6]([CH:8]([CH3:9])[CH3:10])[cH:7]1. Product: COc1ccc(C(C)C)cc1C1(O)C(=O)Nc2ccc(Cl)cc21. The reactants are CCOC(CN1C(=O)c2ccccc2C1=O)OCC, CC(C)=O, Cl. The product is O=CCN1C(=O)c2ccccc2C1=O. RXN SMILES: [CH2:2]([O:4][CH:5]([O:3][CH2:18][CH3:19])[CH2:6][N:7]1[C:8](=[O:17])[c:9]2[cH:10][cH:11][cH:12][cH:13][c:14]2[C:15]1=[O:16])[CH3:20].[CH3:21][C:22](=[O:23])[CH3:24].[ClH:1]>>[O:4]=[CH:5][CH2:6][N:7]1[C:8](=[O:17])[c:9]2[cH:10][cH:11][cH:12][cH:13][c:14]2[C:15]1=[O:16]. Starting materials: O=C([O-])[O-], Nc1cc(Cl)ccc1[N+](=O)[O-], [K+], [K+], CN(C)C=O, O, c1nc[nH]n1. Yields the product Nc1cc(-n2cncn2)ccc1[N+](=O)[O-]. As a reaction SMILES: [C:17](=[O:18])([O-:19])[O-:20].[Cl:1][c:2]1[cH:3][cH:4][c:5]([N+:9](=[O:10])[O-:11])[c:6]([NH2:7])[cH:8]1.[K+:21].[K+:22].[O:24]=[CH:25][N:26]([CH3:27])[CH3:28].[OH2:23].[nH:12]1[n:13][cH:14][n:15][cH:16]1>>[c:2]1(-[n:12]2[n:13][cH:14][n:15][cH:16]2)[cH:3][cH:4][c:5]([N+:9](=[O:10])[O-:11])[c:6]([NH2:7])[cH:8]1. The reactants are Cc1cc(C(=O)N2CCN(c3cccnc3)CC2)ccc1Br, COc1ccc(CN(Cc2ccc(OC)cc2)c2ncc(-c3nc(N4CCOCC4)nc4c3CCN4)cn2)cc1, COc1ccc(CN(Cc2ccc(OC)cc2)c2ncc(-c3nc(N4CCOCC4)nc4c3CCN4c3ccc(C(=O)N4CCN(c5cccnc5)CC4)cc3C)cn2)cc1. Yields the product Cc1cc(C(=O)N2CCN(c3cccnc3)CC2)ccc1N1CCc2c(-c3cnc(N)nc3)nc(N3CCOCC3)nc21. As a reaction SMILES: [Br:41][c:42]1[cH:43][cH:44][c:45]([C:46]([N:47]2[CH2:48][CH2:49][N:50]([c:51]3[cH:52][n:53][cH:54][cH:55][cH:56]3)[CH2:57][CH2:58]2)=[O:59])[cH:60][c:61]1[CH3:62].[CH3:1][O:2][c:3]1[cH:4][cH:5][c:6]([CH2:7][N:8]([CH2:9][c:10]2[cH:11][cH:12][c:13]([O:14][CH3:15])[cH:16][cH:17]2)[c:18]2[n:19][cH:20][c:21](-[c:22]3[c:23]4[c:27]([n:28][c:29]([N:30]5[CH2:31][CH2:32][O:33][CH2:34][CH2:35]5)[n:36]3)[NH:26][CH2:25][CH2:24]4)[cH:37][n:38]2)[cH:39][cH:40]1.[CH3:63][O:64][c:65]1[cH:66][cH:67][c:68]([CH2:69][N:70]([c:71]2[n:72][cH:73][c:74](-[c:77]3[c:78]4[c:79]([n:80][c:81]([N:83]5[CH2:84][CH2:85][O:86][CH2:87][CH2:88]5)[n:82]3)[N:89]([c:92]3[c:93]([CH3:112])[cH:94][c:95]([C:98](=[O:99])[N:100]5[CH2:101][CH2:102][N:103]([c:106]6[cH:107][n:108][cH:109][cH:110][cH:111]6)[CH2:104][CH2:105]5)[cH:96][cH:97]3)[CH2:90][CH2:91]4)[cH:75][n:76]2)[CH2:113][c:114]2[cH:115][cH:116][c:117]([O:118][CH3:119])[cH:120][cH:121]2)[cH:122][cH:123]1>>[NH2:70][c:71]1[n:72][cH:73][c:74](-[c:77]2[c:78]3[c:79]([n:80][c:81]([N:83]4[CH2:84][CH2:85][O:86][CH2:87][CH2:88]4)[n:82]2)[N:89]([c:92]2[c:93]([CH3:112])[cH:94][c:95]([C:98](=[O:99])[N:100]4[CH2:101][CH2:102][N:103]([c:106]5[cH:107][n:108][cH:109][cH:110][cH:111]5)[CH2:104][CH2:105]4)[cH:96][cH:97]2)[CH2:90][CH2:91]3)[cH:75][n:76]1. Starting materials: C(CCCCCCCCCCCCC)OC1=C(C=CC=C1)CC(CO)NC(=O)OC(C)(C)C (3-(2-Tetradecyloxyphenyl)-2(R,S)-(N-t-butoxycarbonylamino)propanol). Solvent: C(Cl)Cl (CH2Cl2), CS(=O)C (DMSO), CCN(CC)CC (Et3N), [Cl-].[Na+].O (brine). Run at time 3 hour. Product: C(CCCCCCCCCCCCC)OC1=C(C=CC=C1)CC(C=O)NC(=O)OC(C)(C)C (3-(2-Tetradecyloxyphenyl)-2(R,S)-(N-t butoxycarbonylamino)propanal). RXN SMILES: [CH2:1]([O:15][C:16]1[CH:21]=[CH:20][CH:19]=[CH:18][C:17]=1[CH2:22][CH:23]([NH:26][C:27]([O:29][C:30]([CH3:33])([CH3:32])[CH3:31])=[O:28])[CH2:24][OH:25])[CH2:2][CH2:3][CH2:4][CH2:5][CH2:6][CH2:7][CH2:8][CH2:9][CH2:10][CH2:11][CH2:12][CH2:13][CH3:14]>C(Cl)Cl.CS(C)=O.CCN(CC)CC.[Cl-].[Na+].O>[CH2:1]([O:15][C:16]1[CH:21]=[CH:20][CH:19]=[CH:18][C:17]=1[CH2:22][CH:23]([NH:26][C:27]([O:29][C:30]([CH3:31])([CH3:33])[CH3:32])=[O:28])[CH:24]=[O:25])[CH2:2][CH2:3][CH2:4][CH2:5][CH2:6][CH2:7][CH2:8][CH2:9][CH2:10][CH2:11][CH2:12][CH2:13][CH3:14] |f:4.5.6|. Procedure details: To a solution of the alcohol from Step B (135 mg, 0.29 mmol) in CH2Cl2, (1.0 ml), DMSO, (1.0 ml) and Et3N (0.2 ml) at room temperature under argon was added pyridine-SO3 complex (185 mg, 1.17 mmol). The mixture was stirred for 3 hrs and then poured into brine, and extracted with EtOAc. The organic extracts were combined, washed with brine, dried (MgSO4) and concentrated in vacuo to give the title compound as an oil. Starting materials: O=C([O-])[O-], CN(C)C=O, ClCCCCCCCCc1cccnc1, [I-], [K+], [K+], [K+], C(=C(c1ccccc1)c1ccccc1)C1CCNCC1. Yields the product C(=C(c1ccccc1)c1ccccc1)C1CCN(CCCCCCCCc2cccnc2)CC1. As a reaction SMILES: [C:38](=[O:39])([O-:40])[O-:41].[CH3:44][N:45]([CH3:46])[CH:47]=[O:48].[Cl:1][CH2:2][CH2:3][CH2:4][CH2:5][CH2:6][CH2:7][CH2:8][CH2:9][c:10]1[cH:11][n:12][cH:13][cH:14][cH:15]1.[I-:37].[K+:36].[K+:42].[K+:43].[c:16]1([C:22](=[CH:23][CH:24]2[CH2:25][CH2:26][NH:27][CH2:28][CH2:29]2)[c:30]2[cH:31][cH:32][cH:33][cH:34][cH:35]2)[cH:17][cH:18][cH:19][cH:20][cH:21]1>>[CH2:2]([CH2:3][CH2:4][CH2:5][CH2:6][CH2:7][CH2:8][CH2:9][c:10]1[cH:11][n:12][cH:13][cH:14][cH:15]1)[N:27]1[CH2:26][CH2:25][CH:24]([CH:23]=[C:22]([c:16]2[cH:17][cH:18][cH:19][cH:20][cH:21]2)[c:30]2[cH:31][cH:32][cH:33][cH:34][cH:35]2)[CH2:29][CH2:28]1. The reactants are BrC1=NC=C(C=C1)S(=O)C1=CC=CC=C1 (2-bromo-5-phenylsulfinylpyridine), C[O-].[Na+] (sodium methoxide). The solvent is CO (methanol). Product: COC1=NC=C(C=C1)S(=O)C1=CC=CC=C1 (2-methoxy-5-phenylsulfinylpyridine). RXN SMILES: Br[C:2]1[CH:7]=[CH:6][C:5]([S:8]([C:10]2[CH:15]=[CH:14][CH:13]=[CH:12][CH:11]=2)=[O:9])=[CH:4][N:3]=1.[CH3:16][O-:17].[Na+]>CO>[CH3:16][O:17][C:2]1[CH:7]=[CH:6][C:5]([S:8]([C:10]2[CH:15]=[CH:14][CH:13]=[CH:12][CH:11]=2)=[O:9])=[CH:4][N:3]=1 |f:1.2|. Reported procedure: A solution of 2-bromo-5-phenylsulfinylpyridine (2.82 g., 0.01 mole) and 0.50 g. of sodium methoxide is heated in 50 ml. of refluxing methanol for 5 hours. The reaction mixture is evaporated in vacuo, and the residue is diluted with water. The solids are collected by filtration, washed with water and dried to yield 2-methoxy-5-phenylsulfinylpyridine. The reactants are IC=1C=C(NC1)C(C(Cl)(Cl)Cl)=O (4-iodo-2-trichloroacetylpyrrole), CO (methanol), C[O-].[Na+] (sodium methoxide). Run in O (water), C(C)OCC (ethyl ether). Reaction conditions: time 4 hour. Product: IC=1C=C(NC1)C(=O)OC (methyl 4-iodo-2-pyrrolecarboxylate). RXN SMILES: [I:1][C:2]1[CH:3]=[C:4](C(=O)C(Cl)(Cl)Cl)[NH:5][CH:6]=1.[CH3:13][OH:14].[CH3:15][O-:16].[Na+]>O.C(OCC)C>[I:1][C:2]1[CH:3]=[C:4]([C:13]([O:16][CH3:15])=[O:14])[NH:5][CH:6]=1 |f:2.3|. Procedure details: 8.2 g (24 mmol) of 4-iodo-2-trichloroacetylpyrrole and 100 ml of methanol were introduced into a round-bottomed flask and 2 g (36 mmol) of sodium methoxide were added. The mixture was stirred at room temperature for four hours, the reaction medium evaporated to dryness, and the residue obtained taken up in water and ethyl ether. The organic phase was decanted off, dried over magnesium sulfate and evaporated. The residue obtained was triturated in heptane and filtered; 4.9 g (81%) of the expected... The reactants are BrC1=CC=C(N1CCCCOC)C(=O)N([C@@H]1CN(C[C@@H](C1)C(=O)N1CCOCC1)C(=O)OC(C)(C)C)CC(C)C (tert-butyl(3S,5R)-3-[{[5-bromo-1-(4-methoxybutyl)-1H-pyrrol-2-yl]carbonyl}(2-methylpropyl)amino]-5-(morpholin-4-ylcarbonyl)piperidine-1-carboxylate), N1=CC(=CC=C1)B(O)O (pyridin-3-ylboronic acid), C([O-])([O-])=O.[Na+].[Na+] (sodium carbonate), C(C)O (ethanol). Reagents/catalysts: C=1C=CC(=CC1)[P](C=2C=CC=CC2)(C=3C=CC=CC3)[Pd]([P](C=4C=CC=CC4)(C=5C=CC=CC5)C=6C=CC=CC6)([P](C=7C=CC=CC7)(C=8C=CC=CC8)C=9C=CC=CC9)[P](C=1C=CC=CC1)(C=1C=CC=CC1)C=1C=CC=CC1 (tetrakis(triphenylphosphine)palladium(0)). The solvent is O (water), C1(=CC=CC=C1)C (toluene). Yields the product COCCCCN1C(=CC=C1C=1C=NC=CC1)C(=O)N([C@@H]1CN(C[C@@H](C1)C(=O)N1CCOCC1)C(=O)OC(C)(C)C)CC(C)C (tert-butyl(3S,5R)-3-[{[1-(4-methoxybutyl)-5-(pyridin-3-yl)-1H-pyrrol-2-yl]carbonyl}(2-methylpropyl)amino]-5-(morpholin-4-ylcarbonyl)piperidine-1-carboxylate). Yield: 106.7%. RXN SMILES: Br[C:2]1[N:6]([CH2:7][CH2:8][CH2:9][CH2:10][O:11][CH3:12])[C:5]([C:13]([N:15]([CH2:37][CH:38]([CH3:40])[CH3:39])[C@H:16]2[CH2:21][C@@H:20]([C:22]([N:24]3[CH2:29][CH2:28][O:27][CH2:26][CH2:25]3)=[O:23])[CH2:19][N:18]([C:30]([O:32][C:33]([CH3:36])([CH3:35])[CH3:34])=[O:31])[CH2:17]2)=[O:14])=[CH:4][CH:3]=1.[N:41]1[CH:46]=[CH:45][CH:44]=[C:43](B(O)O)[CH:42]=1.C(=O)([O-])[O-].[Na+].[Na+].C(O)C>C1C=CC([P]([Pd]([P](C2C=CC=CC=2)(C2C=CC=CC=2)C2C=CC=CC=2)([P](C2C=CC=CC=2)(C2C=CC=CC=2)C2C=CC=CC=2)[P](C2C=CC=CC=2)(C2C=CC=CC=2)C2C=CC=CC=2)(C2C=CC=CC=2)C2C=CC=CC=2)=CC=1.O.C1(C)C=CC=CC=1>[CH3:12][O:11][CH2:10][CH2:9][CH2:8][CH2:7][N:6]1[C:2]([C:43]2[CH:42]=[N:41][CH:46]=[CH:45][CH:44]=2)=[CH:3][CH:4]=[C:5]1[C:13]([N:15]([CH2:37][CH:38]([CH3:39])[CH3:40])[C@H:16]1[CH2:21][C@@H:20]([C:22]([N:24]2[CH2:29][CH2:28][O:27][CH2:26][CH2:25]2)=[O:23])[CH2:19][N:18]([C:30]([O:32][C:33]([CH3:35])([CH3:34])[CH3:36])=[O:31])[CH2:17]1)=[O:14] |f:2.3.4,^1:62,64,83,102|. Reported procedure: A mixture of tert-butyl(3S,5R)-3-[{[5-bromo-1-(4-methoxybutyl)-1H-pyrrol-2-yl]carbonyl}(2-methylpropyl)amino]-5-(morpholin-4-ylcarbonyl)piperidine-1-carboxylate (188 mg), pyridin-3-ylboronic acid (41 mg), tetrakis(triphenylphosphine)palladium(0) (35 mg), sodium carbonate (371 mg), ethanol (2 ml), toluene (2 ml) and water (2 ml) was heated under reflux for 12 hr. The reaction mixture was concentrated under reduced pressure, and the residue was suspended in ethyl acetate and washed with water. The... Reaction SMILES: [B-:15]([F:16])([F:17])([F:18])[F:19].[CH3:20][O+:21]([CH3:22])[CH3:23].[CH3:24][CH2:25][O:26][C:27](=[O:28])[CH3:29].[Cl:1][c:2]1[cH:3][cH:4][c:5]([C:11](=[O:12])[O:13][CH3:14])[c:6]2[cH:7][n:8][nH:9][c:10]12.[OH2:30]>>[Cl:1][c:2]1[cH:3][cH:4][c:5]([C:11](=[O:12])[O:13][CH3:14])[c:6]2[cH:7][n:8]([CH3:20])[n:9][c:10]12. Reactants: F[B-](F)(F)F, C[O+](C)C, CCOC(C)=O, COC(=O)c1ccc(Cl)c2[nH]ncc12, O. Yields the product COC(=O)c1ccc(Cl)c2nn(C)cc12.